Dataset: the Open Reaction Database (ORD), a public repository of structured organic reaction records. Task: describe an organic reaction: reactants, conditions, products, and yield Reactants: Fc1cccc(Br)c1, CC1CC(O)CCN1C(=O)OC(C)(C)C, [H-], [Na+], CN(C)C=O. Yields the product CC1CC(Oc2cccc(Br)c2)CCN1C(=O)OC(C)(C)C. Reaction SMILES: [Br:18][c:19]1[cH:20][c:21]([F:25])[cH:22][cH:23][cH:24]1.[C:1]([CH3:2])([CH3:3])([CH3:4])[O:5][C:6](=[O:7])[N:8]1[CH:9]([CH3:15])[CH2:10][CH:11]([OH:14])[CH2:12][CH2:13]1.[H-:16].[Na+:17].[O:26]=[CH:27][N:28]([CH3:29])[CH3:30]>>[C:1]([CH3:2])([CH3:3])([CH3:4])[O:5][C:6](=[O:7])[N:8]1[CH:9]([CH3:15])[CH2:10][CH:11]([O:14][c:21]2[cH:20][c:19]([Br:18])[cH:24][cH:23][cH:22]2)[CH2:12][CH2:13]1. Reactants: C(C1=CC=CC=C1)OC1=C(C(C(=O)O)=C(C(=C1Cl)C)C)N (3-Benzyloxy-4-chloro-5,6-dimethylanthranilic acid). The reagents and catalysts are [Pd] (Pd/C). Solvent: CCO (EtOH). Run at time 5 hour. Yields the product ClC=1C(=C(C(C(=O)O)=C(C1C)C)N)O (4-Chloro-5,6-dimethyl-3-hydroxyanthranilic acid). Yield: 46.4%. As a reaction SMILES: C([O:8][C:9]1[C:17]([Cl:18])=[C:16]([CH3:19])[C:15]([CH3:20])=[C:11]([C:12]([OH:14])=[O:13])[C:10]=1[NH2:21])C1C=CC=CC=1>CCO.[Pd]>[Cl:18][C:17]1[C:9]([OH:8])=[C:10]([NH2:21])[C:11](=[C:15]([CH3:20])[C:16]=1[CH3:19])[C:12]([OH:14])=[O:13]. Procedure details: 3-Benzyloxy-4-chloro-5,6-dimethylanthranilic acid (10 mg, 0.03 mmol) was dissolved in EtOH (1.5 mL) and 10% Pd/C (2 mg) was added. Hydrogenation at room temperature and atmospheric pressure for 5 h, filtration, evaporation yielded 7 mg of crude product. Purification by preparative HPLC (Lichrosorb-C18, MeOH-Phosphate buffer (pH3) 50:50) adjusting the pH to 5 with NaHCO3 (aq), concentrating by a stream of N2, extracting with EtOAc (3×5 mL), washing the organic phase with brine, drying (MgSO4) and... Reactants: O=C1NC=2N(C(=C1CC1=CC=C(C=C1)C=1C(=CC=CC1)C#N)CCC)N=CN2 (4′-[(5-oxo-7-propyl-4,5-dihydro[1,2,4]triazolo[1,5-a]pyrimidin-6-yl)methyl]biphenyl-2-carbonitrile), BrCC(C(C)(C)C)=O (1-bromo-3,3-dimethylbutan-2-one), C([O-])([O-])=O.[K+].[K+] (potassium carbonate), CN(C=O)C (N,N-dimethylformamide). Solvent: C(C)(=O)OCC (ethyl acetate). Run at time 3 hour. Yields the product CC(C(CN1C=2N(C(=C(C1=O)CC1=CC=C(C=C1)C=1C(=CC=CC1)C#N)CCC)N=CN2)=O)(C)C (4′-{[4-(3,3-dimethyl-2-oxobutyl)-5-oxo-7-propyl-4,5-dihydro[1,2,4]triazolo[1,5-a]pyrimidin-6-yl]methyl}biphenyl-2-carbonitrile). The yield is 32.0%. RXN SMILES: [O:1]=[C:2]1[C:7]([CH2:8][C:9]2[CH:14]=[CH:13][C:12]([C:15]3[C:16]([C:21]#[N:22])=[CH:17][CH:18]=[CH:19][CH:20]=3)=[CH:11][CH:10]=2)=[C:6]([CH2:23][CH2:24][CH3:25])[N:5]2[N:26]=[CH:27][N:28]=[C:4]2[NH:3]1.Br[CH2:30][C:31](=[O:36])[C:32]([CH3:35])([CH3:34])[CH3:33].C(=O)([O-])[O-].[K+].[K+].CN(C)C=O>C(OCC)(=O)C>[CH3:33][C:32]([CH3:35])([CH3:34])[C:31](=[O:36])[CH2:30][N:3]1[C:2](=[O:1])[C:7]([CH2:8][C:9]2[CH:10]=[CH:11][C:12]([C:15]3[C:16]([C:21]#[N:22])=[CH:17][CH:18]=[CH:19][CH:20]=3)=[CH:13][CH:14]=2)=[C:6]([CH2:23][CH2:24][CH3:25])[N:5]2[N:26]=[CH:27][N:28]=[C:4]12 |f:2.3.4|. Reported procedure: A mixture of 4′-[(5-oxo-7-propyl-4,5-dihydro[1,2,4]triazolo[1,5-a]pyrimidin-6-yl)methyl]biphenyl-2-carbonitrile (1 g), 1-bromo-3,3-dimethylbutan-2-one (0.4 mL), potassium carbonate (0.75 g) and N,N-dimethylformamide (15 mL) was stirred at room temperature for 3 hr. The reaction mixture was diluted with ethyl acetate, washed with 5% aqueous potassium hydrogensulfate solution and then with saturated brine, and dried over anhydrous magnesium sulfate. The solvent was evaporated under reduced pressur... The reactants are C(CCC)OC1=NC(=C2N=C(N(C2=N1)CCCN[C@H]1OCCC1)OC)N (2-(Butyloxy)-8-(methyloxy)-9-{3-[(2S)-tetrahydro-2-furanylamino]propyl}-9H-purin-6-amine), FC(C(=O)O)(F)F.C(CCC)OC=1NC(=C2N=C(N=C2N1)OC)N (2-(butyloxy)-8-(methyloxy)-1H-purin-6-amine trifluoroacetate), Cl.O1CC(CC1)CN ((tetrahydro-3-furanylmethyl)amine hydrochloride). Product: C(CCC)OC1=NC(=C2N=C(N(C2=N1)CCCNCC1COCC1)OC)N (2-(Butyloxy)-8-(methyloxy)-9-{3-[(tetrahydro-3-furanylmethyl)amino]propyl}-9H-purin-6-amine). As a reaction SMILES: [CH2:1]([O:5][C:6]1[N:14]=[C:13]2[C:9]([N:10]=[C:11]([O:24][CH3:25])[N:12]2[CH2:15][CH2:16][CH2:17][NH:18][C@@H:19]2[CH2:23][CH2:22][CH2:21][O:20]2)=[C:8]([NH2:26])[N:7]=1)[CH2:2][CH2:3][CH3:4].F[C:28](F)(F)C(O)=O.C(OC1NC(N)=C2C(N=1)=NC(OC)=N2)CCC.Cl.O1CCC(CN)C1>>[CH2:1]([O:5][C:6]1[N:14]=[C:13]2[C:9]([N:10]=[C:11]([O:24][CH3:25])[N:12]2[CH2:15][CH2:16][CH2:17][NH:18][CH2:19][CH:23]2[CH2:22][CH2:21][O:20][CH2:28]2)=[C:8]([NH2:26])[N:7]=1)[CH2:2][CH2:3][CH3:4] |f:1.2,3.4|. Procedure: Prepared similarly to Intermediate 14 from 2-(butyloxy)-8-(methyloxy)-1H-purin-6-amine trifluoroacetate and (tetrahydro-3-furanylmethyl)amine hydrochloride. Reactants: C(C=C)OC1C2CCC(C2(CCC1=O)C)=O (4-allyloxy-7a-methyl-hexahydro-indene-1,5-dione), N1=C(C=CC=C1C)C (2,6-lutidine), I(=O)(=O)(=O)[O-].[Na+] (sodium periodate). Reagents/catalysts: [Os](=O)(=O)(=O)=O (osmium tetraoxide). The solvent is O1CCOCC1 (dioxane), O (water). Reaction conditions: time 24 hour. Yields the product CC12CCC(C(C2CCC1=O)OCC=O)=O ((7a-Methyl-1,5-dioxo-octahydro-inden-4-yloxy)-acetaldehyde). As a reaction SMILES: [CH2:1]([O:4][CH:5]1[C:13](=[O:14])[CH2:12][CH2:11][C:10]2([CH3:15])[CH:6]1[CH2:7][CH2:8][C:9]2=[O:16])[CH:2]=C.N1C(C)=CC=CC=1C.I([O-])(=O)(=O)=[O:26].[Na+]>O1CCOCC1.O.[Os](=O)(=O)(=O)=O>[CH3:15][C:10]12[C:9](=[O:16])[CH2:8][CH2:7][CH:6]1[CH:5]([O:4][CH2:1][CH:2]=[O:26])[C:13](=[O:14])[CH2:12][CH2:11]2 |f:2.3|. Procedure details: A commercial 4% w/w solution of osmium tetraoxide (10 mL, 0.82 mmol, 0.005 eq) was added to a stirred mixture of 4-allyloxy-7a-methyl-hexahydro-indene-1,5-dione (36.4 g, 164 mmol), 2,6-lutidine (57.2 mL, 246 mmol, 1.5 eq) and sodium periodate (210.6 g, 492 mmol, 3 eq) in dioxane (900 mL) and water (300 mL) at 0° C. The reaction mixture was then allowed to warm slowly to room temperature, and stirred for 24 h. The reaction mixture was cooled to 0° C., and then filtered through a fritted funnel. D... Reactants: CN1CCNCC1, CC(=O)c1ccc(CCc2cnc3c(N)nc4cc(C)ccc4c3c2)cc1. Product: Cc1ccc2c(c1)nc(N)c1ncc(CCc3ccc(C(C)N4CCN(C)CC4)cc3)cc12. Reaction SMILES: [CH3:28][N:29]1[CH2:30][CH2:31][NH:32][CH2:33][CH2:34]1.[NH2:1][c:2]1[n:3][c:4]2[c:5]([c:6]3[cH:7][c:8]([CH2:12][CH2:13][c:14]4[cH:15][cH:16][c:17]([C:20]([CH3:21])=[O:22])[cH:18][cH:19]4)[cH:9][n:10][c:11]13)[cH:23][cH:24][c:25]([CH3:27])[cH:26]2>>[NH2:1][c:2]1[n:3][c:4]2[c:5]([c:6]3[cH:7][c:8]([CH2:12][CH2:13][c:14]4[cH:15][cH:16][c:17]([CH:20]([CH3:21])[N:32]5[CH2:31][CH2:30][N:29]([CH3:28])[CH2:34][CH2:33]5)[cH:18][cH:19]4)[cH:9][n:10][c:11]13)[cH:23][cH:24][c:25]([CH3:27])[cH:26]2. The reactants are C(C1=CC=CC=C1)=O (benzaldehyde), C(C=C)Br (allyl bromide), C1CCOC1 (THF). Reagents/catalysts: [Zn] (zinc). Run in [NH4+].[Cl-] (NH4Cl), CCOCC (ether). Conditions: time 4 hour. The product is C1(=CC=CC=C1)C(CC=C)O (1-phenyl-3-buten-1-ol). Reaction SMILES: [CH:1](=[O:8])[C:2]1[CH:7]=[CH:6][CH:5]=[CH:4][CH:3]=1.[CH2:9](Br)[CH:10]=[CH2:11].C1COCC1>[NH4+].[Cl-].CCOCC.[Zn]>[C:2]1([CH:1]([OH:8])[CH2:11][CH:10]=[CH2:9])[CH:7]=[CH:6][CH:5]=[CH:4][CH:3]=1 |f:3.4|. Procedure: 39 g (0.6 mol) of zinc powder were added at 0° C., a little at a time, to a solution of 53 g (0.5 mol) of benzaldehyde and 73 g (0.6 mol) of allyl bromide in 500 ml of saturated NH4Cl solution/100 ml of THF. The mixture was stirred for 4 hours at room temperature and diluted with ether, and the solid constituents were filtered off with suction. After washing with ether, the phases were separated, and the organic phase was washed with water (2×) and saturated NaCl solution. Drying and concentrati... Starting materials: CC(C)(C)NC(=O)C1CC(=O)CN1C(=O)OC(C)(C)C, NC(=O)CC(NC(=O)OCc1ccccc1)C(=O)NC(Cc1ccccc1)C(O)C(=O)O. Yields the product CC(C)(C)NC(=O)C1CC(=O)CN1C(=O)C(O)C(Cc1ccccc1)NC(=O)C(CC(N)=O)NC(=O)OCc1ccccc1. Reaction SMILES: [C:33]([O:34][C:35](=[O:36])[N:40]1[CH:41]([C:42](=[O:43])[NH:44][C:45]([CH3:46])([CH3:47])[CH3:48])[CH2:49][C:50](=[O:52])[CH2:51]1)([CH3:37])([CH3:38])[CH3:39].[CH2:1]([c:2]1[cH:3][cH:4][cH:5][cH:6][cH:7]1)[O:8][C:9](=[O:10])[NH:11][CH:12]([CH2:13][C:14]([NH2:15])=[O:16])[C:17](=[O:18])[NH:19][CH:20]([CH:21]([C:22](=[O:23])[OH:24])[OH:25])[CH2:26][c:27]1[cH:28][cH:29][cH:30][cH:31][cH:32]1>>[CH2:1]([c:2]1[cH:3][cH:4][cH:5][cH:6][cH:7]1)[O:8][C:9](=[O:10])[NH:11][CH:12]([CH2:13][C:14]([NH2:15])=[O:16])[C:17](=[O:18])[NH:19][CH:20]([CH:21]([C:22](=[O:24])[N:40]1[CH:41]([C:42](=[O:43])[NH:44][C:45]([CH3:46])([CH3:47])[CH3:48])[CH2:49][C:50](=[O:52])[CH2:51]1)[OH:25])[CH2:26][c:27]1[cH:28][cH:29][cH:30][cH:31][cH:32]1. Starting materials: C(C)OC(CCCOC1=C(C(=C(C=C1Br)Br)C(N)=O)Br)=O (4-(3-carbamoyl-2,4,6-tribromophenoxy)butyric acid ethyl ester), [OH-].[Na+] (sodium hydroxide). The solvent is O (water). Run at time 3 hour. The product is C(N)(=O)C=1C(=C(OCCCC(=O)O)C(=CC1Br)Br)Br (4-(3-Carbamoyl-2,4,6-tribromophenoxy)butyric Acid). RXN SMILES: C([O:3][C:4](=[O:21])[CH2:5][CH2:6][CH2:7][O:8][C:9]1[C:14]([Br:15])=[CH:13][C:12]([Br:16])=[C:11]([C:17](=[O:19])[NH2:18])[C:10]=1[Br:20])C.[OH-].[Na+]>O>[C:17]([C:11]1[C:10]([Br:20])=[C:9]([C:14]([Br:15])=[CH:13][C:12]=1[Br:16])[O:8][CH2:7][CH2:6][CH2:5][C:4]([OH:21])=[O:3])(=[O:19])[NH2:18] |f:1.2|. Procedure: 18 g (36.9 mmol) of 4-(3-carbamoyl-2,4,6-tribromophenoxy)butyric acid ethyl ester is suspended in 180 ml of water and, after adding 10 ml of concentrated sodium hydroxide solution, saponified at 60° C. within three hours. The solution is filtered over active carbon and brought to pH 1 by the dropwise addition of concentrated hydrochloric acid. After several hours of agitation in an ice bath, the resultant precipitate is vacuum-filtered, washed with water, and dried at 60° C. Yield: 15 g (88% of ... Reactants: CN1N=C(N=N1)C1=CC(=CC=C1)[N+](=O)[O-] (2-Methyl-5-(3-nitrophenyl)tetrazole). Reagents/catalysts: [Pd] (palladium on carbon). Solvent: C(C)O (ethanol). Product: NC=1C=C(C=CC1)C=1N=NN(N1)C (5-(3-Aminophenyl)-2-methyltetrazole). The yield is 78.9%. Reaction SMILES: [CH3:1][N:2]1[N:6]=[N:5][C:4]([C:7]2[CH:12]=[CH:11][CH:10]=[C:9]([N+:13]([O-])=O)[CH:8]=2)=[N:3]1>C(O)C.[Pd]>[NH2:13][C:9]1[CH:8]=[C:7]([C:4]2[N:5]=[N:6][N:2]([CH3:1])[N:3]=2)[CH:12]=[CH:11][CH:10]=1. Procedure details: 2-Methyl-5-(3-nitrophenyl)tetrazole (2.30 g) was hydrogenated at 20 psi in ethanol (50 ml) using 10% palladium on carbon (230 mg) for 15 minutes. The mixture was filtered then evaporated to dryness in vacuo to give the title compound as a colourless solid (1.55 g), mp 97° C. Rf 0.40 in dichloromethane/methanol (5:1) on silica plates. 1H NMR (360 MHz, CDCl3) δ3.80 (2H, broad resonance), 4.38 (3H, s), 6.78 (1H, ddd, J1 =J2 =8 Hz, J3 =8 Hz), 7.26 (1H, dd, J1 =J2 =8 Hz), 7.47 (1H, dd, J1 =J2 =2 Hz),...